This data is from the Open Reaction Database (ORD), a public repository of structured organic reaction records. The task is: describe an organic reaction: reactants, conditions, products, and yield The reactants are [OH-].[Na+] (sodium hydroxide), C1=C(N=C2N1C1=CC=CC=C1N=C2)C(=O)O (imidazo-[1,2-a]-quinoxaline-2-carboxylic acid), CC(=O)C (Acetone). Run in O (water). The product is C1=C(N=C2N1C1=CC=CC=C1N=C2)C(=O)[O-].[Na+] (sodium imidazo-[1,2-a]-quinoxaline-2-carboxylate). RXN SMILES: [OH-].[Na+:2].[CH:3]1[N:7]2[C:8]3[C:13]([N:14]=[CH:15][C:6]2=[N:5][C:4]=1[C:16]([OH:18])=[O:17])=[CH:12][CH:11]=[CH:10][CH:9]=3.CC(C)=O>O>[CH:3]1[N:7]2[C:8]3[C:13]([N:14]=[CH:15][C:6]2=[N:5][C:4]=1[C:16]([O-:18])=[O:17])=[CH:12][CH:11]=[CH:10][CH:9]=3.[Na+:2] |f:0.1,5.6|. Reported procedure: Aqueous 2 N sodium hydroxide solution was added dropwise to a stirred suspension of 2 g of imidazo-[1,2-a]-quinoxaline-2-carboxylic acid in 20 ml of water until dissolution occured at a pH of 9-10. Acetone was added to the mixture to cause precipitation and the mixture was filtered to obtain 1.8 g of sodium imidazo-[1,2-a]-quinoxaline-2-carboxylate melting at >300° C. The reactants are CCNC(=O)c1cc(-c2cc(C(C)C)c(OCc3ccccc3)cc2OCc2ccccc2)on1, CC#N, O=C1CCC(=O)N1I, [NH4+], O=[N+]([O-])[O-]. The product is CCNC(=O)c1noc(-c2cc(C(C)C)c(OCc3ccccc3)cc2OCc2ccccc2)c1I. As a reaction SMILES: [CH2:1]([CH3:2])[NH:3][C:4](=[O:5])[c:6]1[n:7][o:8][c:9](-[c:11]2[c:12]([O:28][CH2:29][c:30]3[cH:31][cH:32][cH:33][cH:34][cH:35]3)[cH:13][c:14]([O:20][CH2:21][c:22]3[cH:23][cH:24][cH:25][cH:26][cH:27]3)[c:15]([CH:17]([CH3:18])[CH3:19])[cH:16]2)[cH:10]1.[CH3:49][C:50]#[N:51].[I:36][N:37]1[C:38](=[O:39])[CH2:40][CH2:41][C:42]1=[O:43].[NH4+:44].[O-:45][N+:46](=[O:47])[O-:48]>>[CH2:1]([CH3:2])[NH:3][C:4](=[O:5])[c:6]1[n:7][o:8][c:9](-[c:11]2[c:12]([O:28][CH2:29][c:30]3[cH:31][cH:32][cH:33][cH:34][cH:35]3)[cH:13][c:14]([O:20][CH2:21][c:22]3[cH:23][cH:24][cH:25][cH:26][cH:27]3)[c:15]([CH:17]([CH3:18])[CH3:19])[cH:16]2)[c:10]1[I:36]. Reactants: C(=Cc1cccnc1)c1ccc(C2OCCO2)cc1, CCO. Yields the product c1cncc(CCc2ccc(C3OCCO3)cc2)c1. As a reaction SMILES: [CH2:1]1[CH2:2][O:3][CH:4]([c:5]2[cH:6][cH:7][c:8]([CH:11]=[CH:12][c:13]3[cH:14][n:15][cH:16][cH:17][cH:18]3)[cH:9][cH:10]2)[O:19]1.[CH3:20][CH2:21][OH:22]>>[CH2:1]1[CH2:2][O:3][CH:4]([c:5]2[cH:6][cH:7][c:8]([CH2:11][CH2:12][c:13]3[cH:14][n:15][cH:16][cH:17][cH:18]3)[cH:9][cH:10]2)[O:19]1.